Dataset: the Open Reaction Database (ORD), a public repository of structured organic reaction records. Task: describe an organic reaction: reactants, conditions, products, and yield The reactants are CC(CO)(CN1C2=C(C3=C1N=C(N=C3)NC3=NC=C(C=C3)N3CCNCC3)C=CN=C2)C (2,2-Dimethyl-3-[2-(5-piperazin-1-yl-pyridin-2-ylamino)-pyrido[4′,3′:4,5]pyrrolo[2,3-d]pyrimidin-9-yl]-propan-1-ol), COC1=NC(=CC=C1B(O)O)OC (2,6-dimethoxypyridin-3-ylboronic acid), C1(CCCCC1)P(C1=C(C=CC=C1OC)OC)C1CCCCC1 (dicyclohexyl(2,6-dimethoxyphenyl)phosphine). The reagents and catalysts are C=1C=CC(=CC1)/C=C/C(=O)/C=C/C2=CC=CC=C2.C=1C=CC(=CC1)/C=C/C(=O)/C=C/C2=CC=CC=C2.C=1C=CC(=CC1)/C=C/C(=O)/C=C/C2=CC=CC=C2.[Pd].[Pd] (tris(dibenzylideneacetone)dipalladium). Run in C(CCC)O (n-butanol). Reaction conditions: temperature 100 celsius. Yields the product C1(CCCC1)NC1=NC(=NC=C1C=1C(=NC(=CC1)OC)OC)N (N4-Cyclopentyl-5-(2,6-dimethoxypyridin-3-yl)pyrimidine-2,4-diamine). Isolated yield 52.6%. RXN SMILES: CC(C)(C[N:6]1[C:10]2[N:11]=[C:12]([NH:15]C3C=CC(N4CCNCC4)=CN=3)[N:13]=[CH:14][C:9]=2[C:8]2[CH:28]=[CH:29]N=[CH:31][C:7]1=2)CO.[CH3:33][O:34][C:35]1[C:40](B(O)O)=[CH:39][CH:38]=[C:37]([O:44][CH3:45])[N:36]=1.C1(P(C2CCCCC2)C2C(OC)=CC=CC=2OC)CCCCC1>C(O)CCC.C1C=CC(/C=C/C(/C=C/C2C=CC=CC=2)=O)=CC=1.C1C=CC(/C=C/C(/C=C/C2C=CC=CC=2)=O)=CC=1.C1C=CC(/C=C/C(/C=C/C2C=CC=CC=2)=O)=CC=1.[Pd].[Pd]>[CH:7]1([NH:6][C:10]2[C:9]([C:40]3[C:35]([O:34][CH3:33])=[N:36][C:37]([O:44][CH3:45])=[CH:38][CH:39]=3)=[CH:14][N:13]=[C:12]([NH2:15])[N:11]=2)[CH2:8][CH2:28][CH2:29][CH2:31]1 |f:4.5.6.7.8|. Procedure: Compound 2 (2.00 g, 7.78 mmol), 2,6-dimethoxypyridin-3-ylboronic acid (2.13 g, 11.7 mmol), tris(dibenzylideneacetone)dipalladium (0) (0.214 g, 0.233 mmol), and dicyclohexyl(2,6-dimethoxyphenyl)phosphine (0.156 g, 0.467 mmol), were dissolved in n-butanol (2.5 mL). The reaction was purged with argon and heated at 100° C. for 19 hours. The resulting solution was added to 80 mL water and extracted with ethyl acetate (2×150 mL). The combined organics were dried (MgSO4) and evaporated to give an orang... Starting materials: NC=1C=CC2=C(CCC(CC2)NCCO)C1OC (2-(2-Amino-1-methoxy-6,7,8,9-tetrahydro-5H-benzocyclohepten-7-ylamino)-ethanol), ClC1=NC=C(C(=N1)NC1=C(C=CC=C1)S(=O)(=O)N1CC(CC1)O)Cl (1-[2-(2,5-Dichloro-pyrimidin-4-ylamino)-benzenesulfonyl]-pyrrolidin-3-ol). Product: ClC=1C(=NC(=NC1)NC=1C=CC2=C(CCC(CC2)NCCO)C1OC)NC1=C(C=CC=C1)S(=O)(=O)N1CC(CC1)O (1-(2-{5-Chloro-2-[7-(2-hydroxy-ethylamino)-1-methoxy-6,7,8,9-tetrahydro-5H-benzocyclohepten-2-ylamino]-pyrimidin-4-ylamino}-benzenesulfonyl)-pyrrolidin-3-ol). Yield: 26.0%. As a reaction SMILES: [NH2:1][C:2]1[CH:3]=[CH:4][C:5]2[CH2:11][CH2:10][CH:9]([NH:12][CH2:13][CH2:14][OH:15])[CH2:8][CH2:7][C:6]=2[C:16]=1[O:17][CH3:18].Cl[C:20]1[N:25]=[C:24]([NH:26][C:27]2[CH:32]=[CH:31][CH:30]=[CH:29][C:28]=2[S:33]([N:36]2[CH2:40][CH2:39][CH:38]([OH:41])[CH2:37]2)(=[O:35])=[O:34])[C:23]([Cl:42])=[CH:22][N:21]=1>>[Cl:42][C:23]1[C:24]([NH:26][C:27]2[CH:32]=[CH:31][CH:30]=[CH:29][C:28]=2[S:33]([N:36]2[CH2:40][CH2:39][CH:38]([OH:41])[CH2:37]2)(=[O:34])=[O:35])=[N:25][C:20]([NH:1][C:2]2[CH:3]=[CH:4][C:5]3[CH2:11][CH2:10][CH:9]([NH:12][CH2:13][CH2:14][OH:15])[CH2:8][CH2:7][C:6]=3[C:16]=2[O:17][CH3:18])=[N:21][CH:22]=1. Procedure details: In an analogous manner to Experimental 691, part c, 2-(2-Amino-1-methoxy-6,7,8,9-tetrahydro-5H-benzocyclohepten-7-ylamino)-ethanol and 1-[2-(2,5-Dichloro-pyrimidin-4-ylamino)-benzenesulfonyl]-pyrrolidin-3-ol were combined to yield 1-(2-{5-Chloro-2-[7-(2-hydroxy-ethylamino)-1-methoxy-6,7,8,9-tetrahydro-5H-benzocyclohepten-2-ylamino]-pyrimidin-4-ylamino}-benzenesulfonyl)-pyrrolidin-3-ol (45.15 mg, 26% yield) as an off white foam. 1H-NMR (CDCl3) δ 9.37 (s, 1H), 8.50 (d, J=8.2 Hz, 1H), 8.15 (s, 1H),... The reactants are ClCCl, O=[N+]([O-])c1cn(CC(O)CCl)c(Cl)n1. Yields the product O=[N+]([O-])c1cn(CC2CO2)c(Cl)n1. As a reaction SMILES: [CH2:15]([Cl:16])[Cl:17].[Cl:1][c:2]1[n:3]([CH2:10][CH:11]([CH2:12][Cl:13])[OH:14])[cH:4][c:5]([N+:7](=[O:8])[O-:9])[n:6]1>>[Cl:1][c:2]1[n:3]([CH2:10][CH:11]2[CH2:12][O:14]2)[cH:4][c:5]([N+:7](=[O:8])[O-:9])[n:6]1. The reactants are C(C)(C)(C)OC(COC1=CC=CC=2C(CCCC12)=O)=O ((5-oxo-5,6,7,8-tetrahydro-naphthalen-1-yloxy)-acetic acid tert-butyl ester), C(C)(=O)[O-].[NH4+] (ammonium acetate), C(#N)[BH3-].[Na+] (sodium cyanoborohydride). The solvent is CO (methanol). Reaction conditions: time 4 hour. Yields the product C(C)(C)(C)OC(COC1=CC=CC=2C(CCCC12)N)=O ((5-amino-5,6,7,8-tetrahydro-naphthalen-1-yloxy)-acetic acid tert-butyl ester). The yield is 45.8%. Reaction SMILES: [C:1]([O:5][C:6](=[O:20])[CH2:7][O:8][C:9]1[C:18]2[CH2:17][CH2:16][CH2:15][C:14](=O)[C:13]=2[CH:12]=[CH:11][CH:10]=1)([CH3:4])([CH3:3])[CH3:2].C([O-])(=O)C.[NH4+].C([BH3-])#[N:27].[Na+]>CO>[C:1]([O:5][C:6](=[O:20])[CH2:7][O:8][C:9]1[C:18]2[CH2:17][CH2:16][CH2:15][CH:14]([NH2:27])[C:13]=2[CH:12]=[CH:11][CH:10]=1)([CH3:4])([CH3:3])[CH3:2] |f:1.2,3.4|. Procedure details: To a stirred solution of (5-oxo-5,6,7,8-tetrahydro-naphthalen-1-yloxy)-acetic acid tert-butyl ester (10.0 g, 36.2 mmol) in methanol (300 mL) was added ammonium acetate (55.0 g, 714 mmol) at room temperature under nitrogen. After being stirred for 4 hours at room temperature, the reaction mixture was cooled to 0° C. and sodium cyanoborohydride (5.7 g, 90 mmol) was added. The resulting mixture was allowed to warm to room temperature and stirred for an additional 48 hours. The reaction mixture was ...